This data is from the Open Reaction Database (ORD), a public repository of structured organic reaction records. The task is: describe an organic reaction: reactants, conditions, products, and yield The reactants are S1C(=NC2=C1C=CC=C2)NC(=O)C=2C=CC=C1CCN(CC21)C2=CC=C(C(=N2)C(=O)OC(C)(C)C)Br (tert-butyl 6-(8-(benzo[d]thiazol-2-ylcarbamoyl)-3,4-dihydroisoquinolin-2(1H)-yl)-3-bromopicolinate), C(C1=CC=CC=C1)N1N=CC(=C1)B1OC(C(O1)(C)C)(C)C (1-benzyl-4-(4,4,5,5-tetramethyl-1,3,2-dioxaborolan-2-yl)-1H-pyrazole), [F-].[Cs+] (CsF). Reagents/catalysts: C=1C=CC(=CC1)[P](C=2C=CC=CC2)(C=3C=CC=CC3)[Pd]([P](C=4C=CC=CC4)(C=5C=CC=CC5)C=6C=CC=CC6)([P](C=7C=CC=CC7)(C=8C=CC=CC8)C=9C=CC=CC9)[P](C=1C=CC=CC1)(C=1C=CC=CC1)C=1C=CC=CC1 (tetrakis(triphenylphosphine)palladium(0)). Solvent: COCCOC (1,2-dimethoxyethane), CO (methanol). Product: S1C(=NC2=C1C=CC=C2)NC(=O)C=2C=CC=C1CCN(CC21)C2=CC=C(C(=N2)C(=O)OC(C)(C)C)C=2C=NN(C2)CC2=CC=CC=C2 (tert-butyl 6-(8-(benzo[d]thiazol-2-ylcarbamoyl)-3,4-dihydroisoquinolin-2(1H)-yl)-3-(1-benzyl-1H-pyrazol-4-yl)picolinate). Reaction SMILES: [S:1]1[C:5]2[CH:6]=[CH:7][CH:8]=[CH:9][C:4]=2[N:3]=[C:2]1[NH:10][C:11]([C:13]1[CH:14]=[CH:15][CH:16]=[C:17]2[C:22]=1[CH2:21][N:20]([C:23]1[N:28]=[C:27]([C:29]([O:31][C:32]([CH3:35])([CH3:34])[CH3:33])=[O:30])[C:26](Br)=[CH:25][CH:24]=1)[CH2:19][CH2:18]2)=[O:12].[CH2:37]([N:44]1[CH:48]=[C:47](B2OC(C)(C)C(C)(C)O2)[CH:46]=[N:45]1)[C:38]1[CH:43]=[CH:42][CH:41]=[CH:40][CH:39]=1.[F-].[Cs+]>COCCOC.CO.C1C=CC([P]([Pd]([P](C2C=CC=CC=2)(C2C=CC=CC=2)C2C=CC=CC=2)([P](C2C=CC=CC=2)(C2C=CC=CC=2)C2C=CC=CC=2)[P](C2C=CC=CC=2)(C2C=CC=CC=2)C2C=CC=CC=2)(C2C=CC=CC=2)C2C=CC=CC=2)=CC=1>[S:1]1[C:5]2[CH:6]=[CH:7][CH:8]=[CH:9][C:4]=2[N:3]=[C:2]1[NH:10][C:11]([C:13]1[CH:14]=[CH:15][CH:16]=[C:17]2[C:22]=1[CH2:21][N:20]([C:23]1[N:28]=[C:27]([C:29]([O:31][C:32]([CH3:35])([CH3:34])[CH3:33])=[O:30])[C:26]([C:47]3[CH:46]=[N:45][N:44]([CH2:37][C:38]4[CH:43]=[CH:42][CH:41]=[CH:40][CH:39]=4)[CH:48]=3)=[CH:25][CH:24]=1)[CH2:19][CH2:18]2)=[O:12] |f:2.3,^1:71,73,92,111|. Procedure: A mixture of EXAMPLE 1D (0.113 g), 1-benzyl-4-(4,4,5,5-tetramethyl-1,3,2-dioxaborolan-2-yl)-1H-pyrazole (0.063 g), tetrakis(triphenylphosphine)palladium(0) (0.023 g) and CsF (0.091 g) in 1,2-dimethoxyethane (2 mL) and methanol (1 mL) was heated at 120° C. for 30 minutes under microwave heating conditions. The reaction mixture was partitioned between water and ethyl acetate. The aqueous layer was extracted with additional ethyl acetate twice. The combined organic layers were washed with brine, dr... Run in CO (methanol), O1CCCC1 (tetrahydrofuran). The yield is 85.2%. Conditions: time 75 hour. RXN SMILES: [CH3:1][C:2]1[CH:11]=[CH:10][C:9]2[C:4](=[CH:5][CH:6]=[CH:7][CH:8]=2)[C:3]=1[C:12]1[CH:13]=[C:14]([CH:29]=[CH:30][CH:31]=1)[CH2:15][O:16][C:17]1[CH:22]=[CH:21][C:20]([CH2:23][CH2:24][C:25]([O:27]C)=[O:26])=[CH:19][CH:18]=1.[OH-].[Na+].O.C(O)(=O)CC(CC(O)=O)(C(O)=O)O>CO.O1CCCC1>[CH3:1][C:2]1[CH:11]=[CH:10][C:9]2[C:4](=[CH:5][CH:6]=[CH:7][CH:8]=2)[C:3]=1[C:12]1[CH:13]=[C:14]([CH:29]=[CH:30][CH:31]=1)[CH2:15][O:16][C:17]1[CH:22]=[CH:21][C:20]([CH2:23][CH2:24][C:25]([OH:27])=[O:26])=[CH:19][CH:18]=1 |f:1.2|. Procedure details: To a solution of methyl 3-(4-{[3-(2-methyl-1-naphthyl)benzyl]oxy}phenyl)propanoate (0.648 g, 1.58 mmol) in a mixture of methanol (6 mL) and tetrahydrofuran (6 mL) was added 2 M aqueous sodium hydroxide solution (2 mL), and the mixture was stirred at room temperature for 75 hrs. Water was added to the reaction mixture, acidified with 10% aqueous citric acid solution, and the mixture was extracted with ethyl acetate. The extract was washed with saturated brine, dried over anhydrous sodium sulfate,... The product is CC1=C(C2=CC=CC=C2C=C1)C=1C=C(COC2=CC=C(C=C2)CCC(=O)O)C=CC1 (3-(4-{[3-(2-methyl-1-naphthyl)benzyl]oxy}phenyl)propanoic acid). The reactants are CC1=C(C2=CC=CC=C2C=C1)C=1C=C(COC2=CC=C(C=C2)CCC(=O)OC)C=CC1 (methyl 3-(4-{[3-(2-methyl-1-naphthyl)benzyl]oxy}phenyl)propanoate), C(CC(O)(C(=O)O)CC(=O)O)(=O)O (citric acid), [OH-].[Na+] (sodium hydroxide), O (Water). The reactants are COC(=O)c1ccc(CBr)cc1, [K+], [K+], O=C([O-])[O-], CN(C)C=O, O, O=c1[nH]c2ccccc2[nH]1. The product is COC(=O)c1ccc(Cn2c(=O)[nH]c3ccccc32)cc1. Reaction SMILES: [Br:1][CH2:2][c:3]1[cH:4][cH:5][c:6]([C:7](=[O:8])[O:9][CH3:10])[cH:11][cH:12]1.[K+:23].[K+:24].[O-:25][C:26]([O-:27])=[O:28].[O:30]=[CH:31][N:32]([CH3:33])[CH3:34].[OH2:29].[nH:13]1[c:14](=[O:22])[nH:15][c:16]2[c:17]1[cH:18][cH:19][cH:20][cH:21]2>>[CH2:2]([c:3]1[cH:4][cH:5][c:6]([C:7](=[O:8])[O:9][CH3:10])[cH:11][cH:12]1)[n:13]1[c:14](=[O:22])[nH:15][c:16]2[c:17]1[cH:18][cH:19][cH:20][cH:21]2. The reactants are ClC=1C=CC(=NC1)N(S(=O)(=O)C(F)(F)F)CCN[C@]12[C@@H]([C@H]3CC[C@@H]4[C@]5(CC=C(C([C@@H]5CC[C@]4([C@@]3(CC1)C)C)(C)C)C1=CC3(CC(C3)(C(=O)OC(C)C)C(=O)OC(C)C)C1)C)[C@@H](CC2)C(=C)C (diisopropyl 6-((1R,3aS,5aR,5bR,7aR,11aS,11bR,13aR,13bR)-3a-((2-(N-(5-chloropyridin-2-yl)-1,1,1-trifluoromethylsulfonamido)ethyl)amino)-5a,5b,8,8,11a-pentamethyl-1-(prop-1-en-2-yl)-2,3,3a,4,5,5a,5b,6,7,7a,8,11,11a,11b,12,13,13a,13b-octadecahydro-1H-cyclopenta[a]chrysen-9-yl)spiro[3.3]hept-5-ene-2,2-dicarboxylate), [OH-].[Na+] (NaOH), Cl (HCl). Run in O1CCOCC1 (dioxane), CO (MeOH). Reaction conditions: temperature 50 celsius, time 3 hour. Product: ClC=1C=CC(=NC1)N(S(=O)(=O)C(F)(F)F)CCN[C@]12[C@@H]([C@H]3CC[C@@H]4[C@]5(CC=C(C([C@@H]5CC[C@]4([C@@]3(CC1)C)C)(C)C)C1=CC3(CC(C3)(C(=O)O)C(=O)O)C1)C)[C@@H](CC2)C(=C)C (6-((1R,3 aS,5aR,5bR,7aR,11aS,11bR,13 aR,13bR)-3a-((2-(N-(5-chloropyridin-2-yl)-1,1,1-trifluoromethylsulfonamido)ethyl)amino)-5a,5b,8,8,11a-pentamethyl-1-(prop-1-en-2-yl)-2,3,3a,4,5,5a,5b,6,7,7a,8,11,11a,11b,12,13,13a,13b-octadecahydro-1H-cyclopenta[a]chrysen-9-yl)spiro[3.3]hept-5-ene-2,2-dicarboxylic acid). Yield: 47.0%. RXN SMILES: [Cl:1][C:2]1[CH:3]=[CH:4][C:5]([N:8]([CH2:16][CH2:17][NH:18][C@:19]23[CH2:63][CH2:62][C@@H:61]([C:64]([CH3:66])=[CH2:65])[C@@H:20]2[C@@H:21]2[C@@:34]([CH3:37])([CH2:35][CH2:36]3)[C@@:33]3([CH3:38])[C@@H:24]([C@:25]4([CH3:60])[C@@H:30]([CH2:31][CH2:32]3)[C:29]([CH3:40])([CH3:39])[C:28]([C:41]3[CH2:59][C:43]5([CH2:46][C:45]([C:53]([O:55]C(C)C)=[O:54])([C:47]([O:49]C(C)C)=[O:48])[CH2:44]5)[CH:42]=3)=[CH:27][CH2:26]4)[CH2:23][CH2:22]2)[S:9]([C:12]([F:15])([F:14])[F:13])(=[O:11])=[O:10])=[N:6][CH:7]=1.[OH-].[Na+].Cl>O1CCOCC1.CO>[Cl:1][C:2]1[CH:3]=[CH:4][C:5]([N:8]([CH2:16][CH2:17][NH:18][C@:19]23[CH2:63][CH2:62][C@@H:61]([C:64]([CH3:66])=[CH2:65])[C@@H:20]2[C@@H:21]2[C@@:34]([CH3:37])([CH2:35][CH2:36]3)[C@@:33]3([CH3:38])[C@@H:24]([C@:25]4([CH3:60])[C@@H:30]([CH2:31][CH2:32]3)[C:29]([CH3:39])([CH3:40])[C:28]([C:41]3[CH2:59][C:43]5([CH2:46][C:45]([C:53]([OH:55])=[O:54])([C:47]([OH:49])=[O:48])[CH2:44]5)[CH:42]=3)=[CH:27][CH2:26]4)[CH2:23][CH2:22]2)[S:9]([C:12]([F:15])([F:14])[F:13])(=[O:11])=[O:10])=[N:6][CH:7]=1 |f:1.2|. Reported procedure: Step 4 for example A3 was carried out in a similar manner: To a solution of diisopropyl 6-((1R,3aS,5aR,5bR,7aR,11aS,11bR,13aR,13bR)-3a-((2-(N-(5-chloropyridin-2-yl)-1,1,1-trifluoromethylsulfonamido)ethyl)amino)-5a,5b,8,8,11a-pentamethyl-1-(prop-1-en-2-yl)-2,3,3a,4,5,5a,5b,6,7,7a,8,11,11a,11b,12,13,13a,13b-octadecahydro-1H-cyclopenta[a]chrysen-9-yl)spiro[3.3]hept-5-ene-2,2-dicarboxylate (32 mg, 0.033 mmol) in dioxane (2 mL) and MeOH (1 mL) was added 1N NaOH (1 mL, 1 mmol). The mixture was stirred... Reactants: c1ccc(C[S+]2CCCC2)cc1, C1CCSC1, CO, [Cl-], ClCc1ccccc1, [K+], O=C1CCCCC1, [OH-], O. The product is c1ccc(C2OC23CCCCC3)cc1. Reaction SMILES: [CH2:15]([S+:16]1[CH2:17][CH2:18][CH2:19][CH2:20]1)[c:21]1[cH:22][cH:23][cH:24][cH:25][cH:26]1.[CH2:9]1[CH2:10][S:11][CH2:12][CH2:13]1.[CH3:36][OH:37].[Cl-:14].[Cl:1][CH2:2][c:3]1[cH:4][cH:5][cH:6][cH:7][cH:8]1.[K+:28].[O:29]=[C:30]1[CH2:31][CH2:32][CH2:33][CH2:34][CH2:35]1.[OH-:27].[OH2:38]>>[CH:2]1([c:3]2[cH:4][cH:5][cH:6][cH:7][cH:8]2)[O:29][C:30]12[CH2:31][CH2:32][CH2:33][CH2:34][CH2:35]2. Reactants: C(C#C)N1CCC2=C(CC1)C=C(C=C2)N (3-prop-2-ynyl-2,3,4,5-tetrahydro-1H-benzo[d]azepin-7-ylamine), ClC1=NC=C(C(=N1)NC1=C(C=CC=C1)NS(=O)(=O)C)Cl (N-[2-(2,5-dichloro-pyrimidin-4-ylamino)-phenyl]-methanesulfonamide). The product is ClC=1C(=NC(=NC1)NC1=CC2=C(CCN(CC2)CC#C)C=C1)NC1=C(C=CC=C1)NS(=O)(=O)C (N-{2-[5-Chloro-2-(3-prop-2-ynyl-2,3,4,5-tetrahydro-1H-benzo[d]azepin-7-ylamino)-pyrimidin-4-ylamino]-phenyl}-methanesulfonamide), foam. Yield: 22.0%. As a reaction SMILES: [CH2:1]([N:4]1[CH2:10][CH2:9][C:8]2[CH:11]=[C:12]([NH2:15])[CH:13]=[CH:14][C:7]=2[CH2:6][CH2:5]1)[C:2]#[CH:3].Cl[C:17]1[N:22]=[C:21]([NH:23][C:24]2[CH:29]=[CH:28][CH:27]=[CH:26][C:25]=2[NH:30][S:31]([CH3:34])(=[O:33])=[O:32])[C:20]([Cl:35])=[CH:19][N:18]=1>>[Cl:35][C:20]1[C:21]([NH:23][C:24]2[CH:29]=[CH:28][CH:27]=[CH:26][C:25]=2[NH:30][S:31]([CH3:34])(=[O:33])=[O:32])=[N:22][C:17]([NH:15][C:12]2[CH:13]=[CH:14][C:7]3[CH2:6][CH2:5][N:4]([CH2:1][C:2]#[CH:3])[CH2:10][CH2:9][C:8]=3[CH:11]=2)=[N:18][CH:19]=1. Procedure: N-{2-[5-Chloro-2-(3-prop-2-ynyl-2,3,4,5-tetrahydro-1H-benzo[d]azepin-7-ylamino)-pyrimidin-4-ylamino]-phenyl}-methanesulfonamide was prepared from 3-prop-2-ynyl-2,3,4,5-tetrahydro-1H-benzo[d]azepin-7-ylamine and N-[2-(2,5-dichloro-pyrimidin-4-ylamino)-phenyl]-methanesulfonamide in an analogous manner to Example 322. Product isolated as an orange foam (55 mg, 22%). LCMS (m/e) 497 (M+1); 1H-NMR (CDCl3, 400 MHz) δ 8.03 (s, 1H), 7.72-7.67 (m, 1H), 7.54-7.48 (m, 2H), 7.38-7.30 (m, 2H), 7.18-7.15 (m, 1... Reactants: COc1cc2c(c3c1OC(C)(C)C3)C(c1cccc(N)c1)=NC(C)(C)C2, CCOC(C)=O, O=C1OC(=O)c2ccccc21, Cc1ccccc1C. Product: COc1cc2c(c3c1OC(C)(C)C3)C(c1cccc(N3C(=O)c4ccccc4C3=O)c1)=NC(C)(C)C2. As a reaction SMILES: [CH3:1][O:2][c:3]1[cH:4][c:5]2[c:10]([c:11]3[c:12]1[O:13][C:14]([CH3:16])([CH3:17])[CH2:15]3)[C:9]([c:18]1[cH:19][c:20]([NH2:24])[cH:21][cH:22][cH:23]1)=[N:8][C:7]([CH3:25])([CH3:26])[CH2:6]2.[CH3:46][CH2:47][O:48][C:49](=[O:50])[CH3:51].[O:27]=[C:28]1[O:29][C:30](=[O:31])[c:32]2[cH:33][cH:34][cH:35][cH:36][c:37]21.[c:38]1([CH3:39])[c:40]([CH3:41])[cH:42][cH:43][cH:44][cH:45]1>>[CH3:1][O:2][c:3]1[cH:4][c:5]2[c:10]([c:11]3[c:12]1[O:13][C:14]([CH3:16])([CH3:17])[CH2:15]3)[C:9]([c:18]1[cH:19][c:20]([N:24]3[C:28](=[O:27])[c:37]4[c:32]([cH:33][cH:34][cH:35][cH:36]4)[C:30]3=[O:29])[cH:21][cH:22][cH:23]1)=[N:8][C:7]([CH3:25])([CH3:26])[CH2:6]2.